Dataset: the Open Reaction Database (ORD), a public repository of structured organic reaction records. Task: describe an organic reaction: reactants, conditions, products, and yield Reactants: COC(N=C(C(=NC1=CC=C(C=C1)C1=NOC(=N1)C)C1=C(C(=CC(=C1)CC)OCC(N(C)C)=O)F)SC)=O ({2-(3-dimethylcarbamoylmethoxy-5-ethyl-2-fluorophenyl)-2-[4-(5-methyl-[1,2,4]oxadiazol-3-yl)phenylimino]-1-methylsulfanylethylidene}carbamic acid methyl ester), (1-oxypyridin-2-yl)hydrazine, Cl.N(N)C1=C(C(=O)O)C=CC=C1 (2-hydrazinobenzoic acid hydrochloride), COC(N=C(C(C1=C(C(=CC(=C1)OC)OC)F)=NC1=CC=C(C=C1)C#N)SC)=O ([2-(4-cyanophenylimino)-2-(2-fluoro-3,5-dimethoxyphenyl)-1-methylsulfanylethylidene]carbamic acid methyl ester). Product: CN(C(=O)COC=1C(=C(C=C(C1)CC)C(C1=NN(C(N1)=O)C1=C(C(=O)O)C=CC=C1)NC1=CC=C(C=C1)C1=NOC(=N1)C)F)C (2-(3-{(3-dimethylcarbamoylmethoxy-5-ethyl-2-fluorophenyl)-[4-(5-methyl-[1,2,4]oxadiazol-3-yl)phenylamino]methyl}-5-oxo-4,5-dihydro-1H-[1,2,4]triazol-1-yl)benzoic acid). Yield: 60.2%. Reaction SMILES: CO[C:3](=[O:38])[N:4]=[C:5](SC)[C:6]([C:20]1[CH:25]=[C:24]([CH2:26][CH3:27])[CH:23]=[C:22]([O:28][CH2:29][C:30](=[O:34])[N:31]([CH3:33])[CH3:32])[C:21]=1[F:35])=[N:7][C:8]1[CH:13]=[CH:12][C:11]([C:14]2[N:18]=[C:17]([CH3:19])[O:16][N:15]=2)=[CH:10][CH:9]=1.Cl.[NH:40]([C:42]1[CH:50]=[CH:49][CH:48]=[CH:47][C:43]=1[C:44]([OH:46])=[O:45])[NH2:41].COC(=O)N=C(SC)C(=NC1C=CC(C#N)=CC=1)C1C=C(OC)C=C(OC)C=1F>>[CH3:32][N:31]([CH3:33])[C:30]([CH2:29][O:28][C:22]1[C:21]([F:35])=[C:20]([CH:6]([NH:7][C:8]2[CH:9]=[CH:10][C:11]([C:14]3[N:18]=[C:17]([CH3:19])[O:16][N:15]=3)=[CH:12][CH:13]=2)[C:5]2[NH:4][C:3](=[O:38])[N:40]([C:42]3[CH:50]=[CH:49][CH:48]=[CH:47][C:43]=3[C:44]([OH:46])=[O:45])[N:41]=2)[CH:25]=[C:24]([CH2:26][CH3:27])[CH:23]=1)=[O:34] |f:1.2|. Reported procedure: The same procedure was carried out as in Example (2f), except that 0.409 g of {2-(3-dimethylcarbamoylmethoxy-5-ethyl-2-fluorophenyl)-2-[4-(5-methyl-[1,2,4]oxadiazol-3-yl)phenylimino]-1-methylsulfanylethylidene}carbamic acid methyl ester and 0.160 g of 2-hydrazinobenzoic acid hydrochloride were used instead of respectively the [2-(4-cyanophenylimino)-2-(2-fluoro-3,5-dimethoxyphenyl)-1-methylsulfanylethylidene]carbamic acid methyl ester and (1-oxypyridin-2-yl)hydrazine, to give the title compound ... Reactants: C(C)(=O)OCC (Ethyl acetate), BrC1=NC=CC=C1 (2-bromopyridine), NC1=CC=CC=C1 (aniline), CC(C)([O-])C.[Na+] (sodium tert-butoxide). Reagents/catalysts: C=1C=CC(=CC1)/C=C/C(=O)/C=C/C2=CC=CC=C2.C=1C=CC(=CC1)/C=C/C(=O)/C=C/C2=CC=CC=C2.C=1C=CC(=CC1)/C=C/C(=O)/C=C/C2=CC=CC=C2.[Pd].[Pd] (tris(dibenzylideneacetone)dipalladium), C1(=CC=CC=C1)P(C1=C(C2=CC=CC=C2C=C1)C1=C(C=CC2=CC=CC=C12)P(C1=CC=CC=C1)C1=CC=CC=C1)C1=CC=CC=C1 (2,2′-bis(diphenylphosphino)-1,1′-binaphthyl). The solvent is C1(=CC=CC=C1)C (toluene). Run at temperature 80 celsius, time 3 hour. The product is C1(=CC=CC=C1)NC1=NC=CC=C1 (N-phenylpyridine-2-amine). Isolated yield 65.0%. Reaction SMILES: Br[C:2]1[CH:7]=[CH:6][CH:5]=[CH:4][N:3]=1.[NH2:8][C:9]1[CH:14]=[CH:13][CH:12]=[CH:11][CH:10]=1.CC(C)([O-])C.[Na+].C(OCC)(=O)C>C1(C)C=CC=CC=1.C1C=CC(/C=C/C(/C=C/C2C=CC=CC=2)=O)=CC=1.C1C=CC(/C=C/C(/C=C/C2C=CC=CC=2)=O)=CC=1.C1C=CC(/C=C/C(/C=C/C2C=CC=CC=2)=O)=CC=1.[Pd].[Pd].C1(P(C2C=CC=CC=2)C2C=CC3C(=CC=CC=3)C=2C2C3C(=CC=CC=3)C=CC=2P(C2C=CC=CC=2)C2C=CC=CC=2)C=CC=CC=1>[C:9]1([NH:8][C:2]2[CH:7]=[CH:6][CH:5]=[CH:4][N:3]=2)[CH:14]=[CH:13][CH:12]=[CH:11][CH:10]=1 |f:2.3,6.7.8.9.10|. Procedure: 2-bromopyridine (3.0 g) and aniline (5.3 g) were dissolved in toluene (40 mL), tris(dibenzylideneacetone)dipalladium (0) (350 mg), 2,2′-bis(diphenylphosphino)-1,1′-binaphthyl (480 mg) and sodium tert-butoxide (2.6 g) were added, then stirred at 80° C. for three hours. Ethyl acetate (100 mL) was added to the reaction solution, and then washed with water (100 mL). The organic layer was extracted with 2N hydrochloric acid (100 mL), and washed with ethyl acetate (100 mL). The water layer was made al... Starting materials: solution, Cl (hydrochloric acid), COC=1C=C(C=C(C1OC)OC)/C=C/C=C/C(=O)N1C(CN(CC1)C(\C=C\C=C\C1=CC(=C(C(=C1)OC)OC)OC)=O)C(=O)OCC (ethyl 1,4-bis[5-(3,4,5-trimethoxyphenyl)penta-(2E,4E)-dienoyl]piperazine-2-carboxylate), aqueous solution, [OH-].[K+] (potassium hydroxide). Run in CO.O1CCCC1 (methanol tetrahydrofuran). Conditions: time 1 hour. Yields the product COC=1C=C(C=C(C1OC)OC)/C=C/C=C/C(=O)N1C(CN(CC1)C(\C=C\C=C\C1=CC(=C(C(=C1)OC)OC)OC)=O)C(=O)O (1,4-bis[5-(3,4,5-trimethoxyphenyl)penta-(2E,4E)-dienoyl]piperazine-2-carboxylic acid). Reaction SMILES: [CH3:1][O:2][C:3]1[CH:4]=[C:5](/[CH:13]=[CH:14]/[CH:15]=[CH:16]/[C:17]([N:19]2[CH2:24][CH2:23][N:22]([C:25](=[O:42])/[CH:26]=[CH:27]/[CH:28]=[CH:29]/[C:30]3[CH:35]=[C:34]([O:36][CH3:37])[C:33]([O:38][CH3:39])=[C:32]([O:40][CH3:41])[CH:31]=3)[CH2:21][CH:20]2[C:43]([O:45]CC)=[O:44])=[O:18])[CH:6]=[C:7]([O:11][CH3:12])[C:8]=1[O:9][CH3:10].[OH-].[K+].Cl>CO.O1CCCC1>[CH3:1][O:2][C:3]1[CH:4]=[C:5](/[CH:13]=[CH:14]/[CH:15]=[CH:16]/[C:17]([N:19]2[CH2:24][CH2:23][N:22]([C:25](=[O:42])/[CH:26]=[CH:27]/[CH:28]=[CH:29]/[C:30]3[CH:35]=[C:34]([O:36][CH3:37])[C:33]([O:38][CH3:39])=[C:32]([O:40][CH3:41])[CH:31]=3)[CH2:21][CH:20]2[C:43]([OH:45])=[O:44])=[O:18])[CH:6]=[C:7]([O:11][CH3:12])[C:8]=1[O:9][CH3:10] |f:1.2,4.5|. Procedure: Added to a solution of 339 mg (0.52 mmol) of ethyl 1,4-bis[5-(3,4,5-trimethoxyphenyl)penta-(2E,4E)-dienoyl]piperazine-2-carboxylate synthesized by the process of Example 33 in methanol-tetrahydrofuran (1 ml-1.5 ml) was 0.50 ml (1.5 mmol) of a 3N aqueous solution of potassium hydroxide, and the mixture was stirred for 1 hour at room temperature. A saturated saline solution (3 ml) and 1N hydrochloric acid (2 ml) were added to the reaction mixture to conduct extraction with chloroform. An organic l... Starting materials: O (water), [OH-].[Na+] (NaOH), O (water), [H-].[Al+3].[Li+].[H-].[H-].[H-] (lithium aluminium hydride), [H-].[Al+3].[Li+].[H-].[H-].[H-] (lithium aluminium hydride), NC=1C=CC2=C(C1)C1(CCN(CC1)C(=O)OCC)CCO2 (6-amino-2,3-dihydro-1'-ethoxycarbonylspiro[4H-benzopyran-4,4'-piperidine]). The solvent is C1CCOC1 (THF), C1CCOC1 (THF), C1CCOC1 (THF). Conditions: time 1.5 hour. Yields the product NC=1C=CC2=C(C1)C1(CCN(CC1)C)CCO2 (6-Amino-2,3-dihydro-1'-methylspiro[4H-benzopyran-4,4'-piperidine]). Yield: 86.1%. Reaction SMILES: [H-].[Al+3].[Li+].[H-].[H-].[H-].[NH2:7][C:8]1[CH:9]=[CH:10][C:11]2[O:27][CH2:26][CH2:25][C:14]3([CH2:19][CH2:18][N:17]([C:20](OCC)=O)[CH2:16][CH2:15]3)[C:12]=2[CH:13]=1.O.[OH-].[Na+]>C1COCC1>[NH2:7][C:8]1[CH:9]=[CH:10][C:11]2[O:27][CH2:26][CH2:25][C:14]3([CH2:19][CH2:18][N:17]([CH3:20])[CH2:16][CH2:15]3)[C:12]=2[CH:13]=1 |f:0.1.2.3.4.5,8.9|. Procedure: A stirred suspension of lithium aluminium hydride (76 mg, 0.0020 mole) in THF (15 ml) at 0° C. under argon was treated with a solution of 6-amino-2,3-dihydro-1'-ethoxycarbonylspiro[4H-benzopyran-4,4'-piperidine] (D6, 300 mg, 0.0010 mole) in THF (5 ml). The reaction mixture was allowed to warm to room temp. and stir for 1.5 h, then treated with more lithium aluminium hydride (38 mg, 0.0010 mole) suspended in THF (5 ml). The mixture was heated under reflux for 0.75 h, then cooled in an ice bath an... Reactants: COc1ccc2ccc(=O)n(CCN3CCC(N(C(=O)[O-])C(C)(C)C)CC3)c2c1, Cl, C1COCCO1. Product: COc1ccc2ccc(=O)n(CCN3CCC(N)CC3)c2c1. Reaction SMILES: [C:1]([N:5]([C:2](=[O:3])[O-:4])[CH:9]1[CH2:10][CH2:11][N:12]([CH2:15][CH2:16][n:17]2[c:18](=[O:29])[cH:19][cH:20][c:21]3[cH:22][cH:23][c:24]([O:27][CH3:28])[cH:25][c:26]23)[CH2:13][CH2:14]1)([CH3:6])([CH3:7])[CH3:8].[ClH:30].[O:31]1[CH2:32][CH2:33][O:34][CH2:35][CH2:36]1>>[NH2:5][CH:9]1[CH2:10][CH2:11][N:12]([CH2:15][CH2:16][n:17]2[c:18](=[O:29])[cH:19][cH:20][c:21]3[cH:22][cH:23][c:24]([O:27][CH3:28])[cH:25][c:26]23)[CH2:13][CH2:14]1.